describe an organic reaction: reactants, conditions, products, and yield From a dataset of the Open Reaction Database (ORD), a public repository of structured organic reaction records. Reactants: resultant mixture, N(=O)OC(C)(C)C (t-butyl nitrite), NC=1C=C(C=CC1Br)C(F)(F)F (3-amino-4-bromobenzotrifluoride), N(=O)OC(C)(C)C (t-Butyl nitrite), NC=1C=C(C=CC1Br)C(F)(F)F (3-amino-4-bromobenzotrifluoride), CSSC (dimethyl disulphide). Solvent: C(Cl)(Cl)Cl (chloroform), C(Cl)(Cl)Cl (chloroform). The product is BrC1=C(C=C(C=C1)C(F)(F)F)SC (4-bromo-3-(methylsulphenyl)benzotrifluoride). RXN SMILES: N(OC(C)(C)C)=O.N[C:9]1[CH:10]=[C:11]([C:16]([F:19])([F:18])[F:17])[CH:12]=[CH:13][C:14]=1[Br:15].[CH3:20][S:21]SC>C(Cl)(Cl)Cl>[Br:15][C:14]1[CH:13]=[CH:12][C:11]([C:16]([F:19])([F:18])[F:17])=[CH:10][C:9]=1[S:21][CH3:20]. Procedure details: t-Butyl nitrite (3 ml) was added to a mixture of 3-amino-4-bromobenzotrifluoride (4 g) and dimethyl disulphide (15 ml) in chloroform. The mixture was warmed until reaction started when t-butyl nitrite (11 ml) and a solution of 3-amino-4-bromobenzotrifluoride (16 g) in chloroform were added simultaneously. The resultant mixture was stirred for 24 hours, washed with water, hydrochloric acid (2M), water, dried (MgSO4) and filtered. The filtrate was evaporated to dryness and the residue was distille...